This data is from the Open Reaction Database (ORD), a public repository of structured organic reaction records. The task is: describe an organic reaction: reactants, conditions, products, and yield Starting materials: C(CCCCCC)OC1=CC=C(C=C1)N1C(=CC=C1C)C1=CC=C(C=C1)O (4-[1-(4-heptyloxyphenyl)-5-methyl-1H-pyrrol-2-yl]phenol), O[C@H](C(=O)OCC)CC1=CC=CC=C1 (ethyl (S)-2-hydroxy-3-phenylpropanoate), C1(=CC=CC=C1)P(C1=CC=CC=C1)C1=CC=CC=C1 (triphenylphosphine), N(=NC(=O)N1CCCCC1)C(=O)N1CCCCC1 (1,1′-(azodicarbonyl)dipiperidine). Solvent: C1(=CC=CC=C1)C (toluene), O (water). Run at temperature 80 celsius, time 12 hour. Product: C(CCCCCC)OC1=CC=C(C=C1)N1C(=CC=C1C)C1=CC=C(O[C@@H](C(=O)OCC)CC2=CC=CC=C2)C=C1 (Ethyl (2R)-2-{4-[l-(4-heptyloxyphenyl)-5-methyl-1H-pyrrol-2-yl]phenoxy}-3-phenylpropanoate). Yield: 25.2%. RXN SMILES: [CH2:1]([O:8][C:9]1[CH:14]=[CH:13][C:12]([N:15]2[C:19]([CH3:20])=[CH:18][CH:17]=[C:16]2[C:21]2[CH:26]=[CH:25][C:24]([OH:27])=[CH:23][CH:22]=2)=[CH:11][CH:10]=1)[CH2:2][CH2:3][CH2:4][CH2:5][CH2:6][CH3:7].O[C@@H:29]([CH2:35][C:36]1[CH:41]=[CH:40][CH:39]=[CH:38][CH:37]=1)[C:30]([O:32][CH2:33][CH3:34])=[O:31].C1(P(C2C=CC=CC=2)C2C=CC=CC=2)C=CC=CC=1.N(C(N1CCCCC1)=O)=NC(N1CCCCC1)=O>C1(C)C=CC=CC=1.O>[CH2:1]([O:8][C:9]1[CH:14]=[CH:13][C:12]([N:15]2[C:19]([CH3:20])=[CH:18][CH:17]=[C:16]2[C:21]2[CH:22]=[CH:23][C:24]([O:27][C@H:29]([CH2:35][C:36]3[CH:37]=[CH:38][CH:39]=[CH:40][CH:41]=3)[C:30]([O:32][CH2:33][CH3:34])=[O:31])=[CH:25][CH:26]=2)=[CH:11][CH:10]=1)[CH2:2][CH2:3][CH2:4][CH2:5][CH2:6][CH3:7]. Procedure details: To a solution of 4-[1-(4-heptyloxyphenyl)-5-methyl-1H-pyrrol-2-yl]phenol (640 mg, 1.76 mmol), ethyl (S)-2-hydroxy-3-phenylpropanoate (513 mg, 2.64 mmol) and triphenylphosphine (692 mg, 2.64 mmol) in toluene (2 ml) was added 1,1′-(azodicarbonyl)dipiperidine (666 mg, 2.64 mmol) and the mixture was stirred at 80° C. for 12 hours. The reaction solution was poured into water and the mixture was extracted with ethyl acetate. The extract was dried over magnesium sulfate anhydride and the solvent was re... Starting materials: C(C1=CC=CC=C1)=O (benzaldehyde), CC=1OCC(N1)(C)C (2,4,4,-trimethyl-2-oxazoline). The product is CC1(N=C(OC1)C=CC1=CC=CC=C1)C (4,4-Dimethyl-2-(2-phenylethenyl)-2-oxazoline). As a reaction SMILES: [CH:1](=O)[C:2]1[CH:7]=[CH:6][CH:5]=[CH:4][CH:3]=1.[CH3:9][C:10]1[O:11][CH2:12][C:13]([CH3:16])([CH3:15])[N:14]=1>>[CH3:15][C:13]1([CH3:16])[CH2:12][O:11][C:10]([CH:9]=[CH:1][C:2]2[CH:7]=[CH:6][CH:5]=[CH:4][CH:3]=2)=[N:14]1. Reported procedure: 4,4-Dimethyl-2-(2-phenylethenyl)-2-oxazoline (P-1886) was prepared by reacting benzaldehyde with 2,4,4,-trimethyl-2-oxazoline. The product had a boiling point of 112° at 0.45mm. The nmr spectrum was consistent with the proposed structure. Reactants: C=CCCC(=O)OCc1ccccc1, CCOCC, CN(N=O)C(N)=O, CC(=O)O, [Na+], CC(=O)[O-], CC(=O)[O-], [OH-], [Pd+2]. The product is O=C(CCC1CC1)OCc1ccccc1. Reaction SMILES: [C:15]([CH2:16][CH2:17][CH:18]=[CH2:19])(=[O:20])[O:21][CH2:22][c:23]1[cH:24][cH:25][cH:26][cH:27][cH:28]1.[CH3:10][CH2:11][O:12][CH2:13][CH3:14].[CH3:1][N:2]([N:3]=[O:4])[C:5]([NH2:6])=[O:7].[CH3:38][C:39](=[O:40])[OH:41].[Na+:9].[O-:30][C:31]([CH3:32])=[O:33].[O-:34][C:35]([CH3:36])=[O:37].[OH-:8].[Pd+2:29]>>[CH2:1]1[CH:18]([CH2:17][CH2:16][C:15](=[O:20])[O:21][CH2:22][c:23]2[cH:24][cH:25][cH:26][cH:27][cH:28]2)[CH2:19]1. Reactants: COC(N)=O, CO, O=C(Nc1ccc(Cl)c(Cl)c1)Nc1ccc(Cl)c(Cl)c1, Clc1ccccc1, Nc1ccc(Cl)c(Cl)c1. The product is COC(=O)Nc1ccc(Cl)c(Cl)c1. RXN SMILES: [C:10]([NH2:11])([O:12][CH3:13])=[O:14].[CH3:35][OH:36].[Cl:15][c:16]1[cH:17][c:18]([NH:19][C:20]([NH:21][c:22]2[cH:23][cH:24][c:25]([Cl:26])[c:27]([Cl:28])[cH:29]2)=[O:30])[cH:31][cH:32][c:33]1[Cl:34].[Cl:37][c:38]1[cH:39][cH:40][cH:41][cH:42][cH:43]1.[NH2:1][c:2]1[cH:3][cH:4][c:5]([Cl:6])[c:7]([Cl:8])[cH:9]1>>[NH:1]([c:2]1[cH:3][cH:4][c:5]([Cl:6])[c:7]([Cl:8])[cH:9]1)[C:10]([O:12][CH3:13])=[O:14]. Starting materials: FC(C(=O)O)(F)F.FC=1C(=C(C=CC1F)C1CCN(CC1)C(=O)C1=NNC=2CNCCC21)C(F)(F)F ((4-(3,4-Difluoro-2-(trifluoromethyl)phenyl)piperidin-1-yl)(4,5,6,7-tetrahydro-1H-pyrazolo[3,4-c]pyridin-3-yl)methanone Trifluoroacetic Acid Salt), C(CC)(=O)Cl (propionyl chloride), l-(3-(4-(3,4-difluoro-2-(trifluoromethyl)phenyl)piperidine-1-carbonyl)-1,4,5,7-tetrahydro-6Hpyrazolo[3,4-c]pyridin-6-yl)propan-1-one. The product is FC=1C(=C(C=CC1F)C1CCN(CC1)C(=O)C1=NNC=2CN(CCC21)C(CC)=O)C(F)(F)F (1-(3-(4-(3,4-Difluoro-2-(trifluoromethyl)phenyl)piperidine-1-carbonyl)-1,4,5,7-tetrahydro-6H-pyrazolo[3,4-c]pyridin-6-yl)propan-1-one). RXN SMILES: FC(F)(F)C(O)=O.[F:8][C:9]1[C:10]([C:33]([F:36])([F:35])[F:34])=[C:11]([CH:16]2[CH2:21][CH2:20][N:19]([C:22]([C:24]3[C:32]4[CH2:31][CH2:30][NH:29][CH2:28][C:27]=4[NH:26][N:25]=3)=[O:23])[CH2:18][CH2:17]2)[CH:12]=[CH:13][C:14]=1[F:15].[C:37](Cl)(=[O:40])[CH2:38][CH3:39]>>[F:8][C:9]1[C:10]([C:33]([F:34])([F:35])[F:36])=[C:11]([CH:16]2[CH2:17][CH2:18][N:19]([C:22]([C:24]3[C:32]4[CH2:31][CH2:30][N:29]([C:37](=[O:40])[CH2:38][CH3:39])[CH2:28][C:27]=4[NH:26][N:25]=3)=[O:23])[CH2:20][CH2:21]2)[CH:12]=[CH:13][C:14]=1[F:15] |f:0.1|. Reported procedure: Following general procedure GP-E1, (4-(3,4-difluoro-2-(trifluoromethyl)phenyl)piperidin-1-yl)(4,5,6,7-tetrahydro-1H-pyrazolo[3,4-c]pyridin-3-yl)methanone TFA salt (34) and propionyl chloride were converted to l-(3-(4-(3,4-difluoro-2-(trifluoromethyl)phenyl)piperidine-1-carbonyl)-1,4,5,7-tetrahydro-6Hpyrazolo[3,4-c]pyridin-6-yl)propan-1-one as a white solid (35 mg, 63%): mp 182-187° C.; 1H NMR (500 MHz, DMSO-d6) δ13.15-13.10 (m, 0.25H), 12.87 (br s, 0.75H), 7.76-7.72 (m, 1H), 7.51-7.49 (m, 1H), 4... RXN SMILES: [CH3:1][O:2][CH:3]1[CH2:4][N:5]([C:10](=[O:11])[O:12][CH2:13][CH3:14])[CH2:6][CH2:7][C:8]1=[O:9].[CH3:41][OH:42].[H:39][H:40].[c:15]1([CH2:21][N:22]([CH2:23][CH2:24][CH2:25][NH2:26])[CH2:27][c:28]2[cH:29][cH:30][cH:31][cH:32][cH:33]2)[cH:16][cH:17][cH:18][cH:19][cH:20]1.[cH:34]1[cH:35][s:36][cH:37][cH:38]1>>[CH3:1][O:2][CH:3]1[CH2:4][N:5]([C:10](=[O:11])[O:12][CH2:13][CH3:14])[CH2:6][CH2:7][CH:8]1[NH:26][CH2:25][CH2:24][CH2:23][N:22]([CH2:21][c:15]1[cH:16][cH:17][cH:18][cH:19][cH:20]1)[CH2:27][c:28]1[cH:29][cH:30][cH:31][cH:32][cH:33]1. Yields the product CCOC(=O)N1CCC(NCCCN(Cc2ccccc2)Cc2ccccc2)C(OC)C1. The reactants are CCOC(=O)N1CCC(=O)C(OC)C1, CO, [H][H], NCCCN(Cc1ccccc1)Cc1ccccc1, c1ccsc1. Starting materials: ClC1=C(C=C(C=C1)[N+](=O)[O-])[N+](=O)[O-] (1-chloro-2,4-dinitrobenzene), C(CC(=O)N[C@@H](CS)C(=O)NCC(=O)O)[C@@H](C(=O)O)N (GSH). As a reaction SMILES: Cl[C:2]1[CH:7]=[CH:6][C:5]([N+:8]([O-:10])=[O:9])=[CH:4][C:3]=1[N+:11]([O-:13])=[O:12].[CH2:14]([C@H:29]([NH2:33])[C:30]([OH:32])=[O:31])[CH2:15][C:16]([NH:18][C@H:19]([C:22]([NH:24][CH2:25][C:26]([OH:28])=[O:27])=[O:23])[CH2:20][SH:21])=[O:17]>>[N+:11]([C:3]1[CH:4]=[C:5]([N+:8]([O-:10])=[O:9])[CH:6]=[CH:7][C:2]=1[S:21][CH2:20][C@@H:19]([C:22]([NH:24][CH2:25][C:26]([OH:28])=[O:27])=[O:23])[NH:18][C:16](=[O:17])[CH2:15][CH2:14][C@@H:29]([C:30]([OH:32])=[O:31])[NH2:33])([O-:13])=[O:12]. The product is [N+](=O)([O-])C1=C(C=CC(=C1)[N+](=O)[O-])SC[C@H](NC(CC[C@H](N)C(=O)O)=O)C(=O)NCC(=O)O (S-(2,4-dinitrophenyl)glutathione). Procedure: DNP-GS was synthesized from 1-chloro-2,4-dinitrobenzene and GSH by a modification of the enzymatic procedure of Kunst et al., (1989, Biochim. Biophys. Acta 983:123; Li et al., 1995, supra). Starting materials: C4-dicarboxylic acid, C1(\C=C/C(=O)O1)=O (maleic anhydride). Run in O1CCCC1 (tetrahydrofuran). The product is C(CCCO)O (Butane-1,4-diol), C1(CCCO1)=O (gamma-butyrolactone), C1(\C=C/C(=O)O1)=O (Maleic anhydride). As a reaction SMILES: [C:1]1(=[O:7])[O:6][C:4](=[O:5])[CH:3]=[CH:2]1>O1CCCC1>[CH2:1]([OH:6])[CH2:2][CH2:3][CH2:4][OH:5].[C:4]1(=[O:5])[O:6][CH2:1][CH2:2][CH2:3]1.[C:4]1(=[O:5])[O:6][C:1](=[O:7])[CH:2]=[CH:3]1. Reported procedure: Butane-1,4-diol, gamma-butyrolactone or tetrahydrofuran are prepared by vapor phase hydrogenation of a C4-dicarboxylic acid derivative. A maleic anhydride containing vapor stream is contacted in an absorption zone with a first high boiling solvent. A waste gas stream is passed to a scrubbing zone containing a second, higher boiling solvent. The waste gas is purged and the first and second solvents are recovered and recycled. Maleic anhydride is obtained from the absorption zone and converted to ...